The task is: describe an organic reaction: reactants, conditions, products, and yield. This data is from the Open Reaction Database (ORD), a public repository of structured organic reaction records. The reactants are C(C)(C)(C)OC(CCOCCOCCOCCOCCSSC1=NC=CC=C1)=O (15-(2-Pyridyldithio)-4,7,10,13-tetraoxapentadecanoic Acid tert-Butyl Ester), C(=O)(C(F)(F)F)O (TFA), [SiH](CC)(CC)CC (Et3SiH). Run in ClCCl (dichloromethane), C1(=CC=CC=C1)C (toluene). Run at time 2 hour. Product: N1=C(C=CC=C1)SSCCOCCOCCOCCOCCC(=O)O (15-(2-Pyridyldithio)-4,7,10,13-tetraoxapentadecanoic Acid). The yield is 99.6%. RXN SMILES: C([O:5][C:6](=[O:29])[CH2:7][CH2:8][O:9][CH2:10][CH2:11][O:12][CH2:13][CH2:14][O:15][CH2:16][CH2:17][O:18][CH2:19][CH2:20][S:21][S:22][C:23]1[CH:28]=[CH:27][CH:26]=[CH:25][N:24]=1)(C)(C)C.C(O)(C(F)(F)F)=O.[SiH](CC)(CC)CC>ClCCl.C1(C)C=CC=CC=1>[N:24]1[CH:25]=[CH:26][CH:27]=[CH:28][C:23]=1[S:22][S:21][CH2:20][CH2:19][O:18][CH2:17][CH2:16][O:15][CH2:14][CH2:13][O:12][CH2:11][CH2:10][O:9][CH2:8][CH2:7][C:6]([OH:29])=[O:5]. Reported procedure: To a solution of 140 mg of 15-(2-pyridyldithio)-4,7,10,13-tetraoxapentadecanoic acid tert-butyl ester (13a) in 5 ml of dichloromethane was added 1.0 ml of TFA and 250 μl of Et3SiH. After stirring for 2 hrs, the mixture was diluted with 5 ml of toluene. The mixture was evaporated and then co-evaporated three times with 5 ml of toluene and dried under vacuum to yield of 122 mg (99% yield) of the title compound 14a (FIG. 7). 1H NMR (CDCl3) 13.331 (s, OH), 8.770 (d, 1H, J=5.4 Hz), 8.299 (t, 1H, J=7....